This data is from the Open Reaction Database (ORD), a public repository of structured organic reaction records. The task is: describe an organic reaction: reactants, conditions, products, and yield Reported procedure: To a THF (100 mL) solution of triethyl phosphonoacetate (44.0 mL) was slowly added NaH (60% dispersion in mineral oil, 8.8 g) at 0° C. After stirring for 1 hour, a THF (200 mL) solution of 3,5-dimethyl-4-[(5-nitropyridin-2-yl)oxy]benzaldehyde (54.5 g) was added to the reaction mixture. After stirring at room temperature for 2 hours, AcOEt and H2O were added to the reaction mixture. The resulting precipitate was collected to give ethyl (E)-3-{3,5-dimethyl-4-[(5-nitropyridin-2-yl)oxy]phenyl}prop-2... The product is CC=1C=C(C=C(C1OC1=NC=C(C=C1)[N+](=O)[O-])C)/C=C/C(=O)OCC (ethyl (E)-3-{3,5-dimethyl-4-[(5-nitropyridin-2-yl)oxy]phenyl}prop-2-enoate). Conditions: time 1 hour. Run in O (H2O). RXN SMILES: C1COCC1.[H-].[Na+].[CH3:8][C:9]1[CH:10]=[C:11]([CH:14]=[C:15]([CH3:27])[C:16]=1[O:17][C:18]1[CH:23]=[CH:22][C:21]([N+:24]([O-:26])=[O:25])=[CH:20][N:19]=1)[CH:12]=O.[CH3:28][CH2:29][O:30][C:31]([CH3:33])=[O:32]>O>[CH3:8][C:9]1[CH:10]=[C:11](/[CH:12]=[CH:33]/[C:31]([O:30][CH2:29][CH3:28])=[O:32])[CH:14]=[C:15]([CH3:27])[C:16]=1[O:17][C:18]1[CH:23]=[CH:22][C:21]([N+:24]([O-:26])=[O:25])=[CH:20][N:19]=1 |f:1.2|. Starting materials: CCOC(=O)C (AcOEt), C1CCOC1 (THF), triethyl phosphonoacetate, [H-].[Na+] (NaH), C1CCOC1 (THF), CC=1C=C(C=O)C=C(C1OC1=NC=C(C=C1)[N+](=O)[O-])C (3,5-dimethyl-4-[(5-nitropyridin-2-yl)oxy]benzaldehyde). Yield: 42.7%. Yields the product CC=1C(=NC=C(C1)C)N1CCN(CC1)C(=O)C1=C(C=C(C=C1)N1C(N(CC1C)CC1=CC=C(C=C1)OC)=O)C (3-{4-[4-(3,5-dimethylpyridin-2-yl)piperazine-1-carbonyl]-3-methylphenyl}-1-(4-methoxybenzyl)-4-methylimidazolidin-2-one). As a reaction SMILES: Br[C:2]1[CH:7]=[CH:6][C:5]([C:8]([N:10]2[CH2:15][CH2:14][N:13]([C:16]3[C:21]([CH3:22])=[CH:20][C:19]([CH3:23])=[CH:18][N:17]=3)[CH2:12][CH2:11]2)=[O:9])=[C:4]([CH3:24])[CH:3]=1.[CH3:25][O:26][C:27]1[CH:40]=[CH:39][C:30]([CH2:31][N:32]2[CH2:36][CH:35]([CH3:37])[NH:34][C:33]2=[O:38])=[CH:29][CH:28]=1>>[CH3:22][C:21]1[C:16]([N:13]2[CH2:14][CH2:15][N:10]([C:8]([C:5]3[CH:6]=[CH:7][C:2]([N:34]4[CH:35]([CH3:37])[CH2:36][N:32]([CH2:31][C:30]5[CH:39]=[CH:40][C:27]([O:26][CH3:25])=[CH:28][CH:29]=5)[C:33]4=[O:38])=[CH:3][C:4]=3[CH3:24])=[O:9])[CH2:11][CH2:12]2)=[N:17][CH:18]=[C:19]([CH3:23])[CH:20]=1. Procedure details: Using (4-bromo-2-methylphenyl)[4-(3,5-dimethylpyridin-2-yl)piperazin-1-yl]methanone (155 mg) described in Preparation Example 118 and 1-(4-methoxybenzyl)-4-methylimidazolidin-2-one (132 mg) described in Preparation Example 52 and by the reaction and treatment in the same manner as in Example 1, 3-{4-[4-(3,5-dimethylpyridin-2-yl)piperazine-1-carbonyl]-3-methylphenyl}-1-(4-methoxybenzyl)-4-methylimidazolidin-2-one (90 mg) was obtained. Using the obtained 3-{4-[4-(3,5-dimethylpyridin-2-yl)piperazin... The reactants are BrC1=CC(=C(C=C1)C(=O)N1CCN(CC1)C1=NC=C(C=C1C)C)C ((4-bromo-2-methylphenyl)[4-(3,5-dimethylpyridin-2-yl)piperazin-1-yl]methanone), COC1=CC=C(CN2C(NC(C2)C)=O)C=C1 (1-(4-methoxybenzyl)-4-methylimidazolidin-2-one). Yield: 82.3%. Run in O (water), C(C)#N (acetonitrile). Procedure details: To a solution of (1RS,2SR)-2-amino-1-phenyl-3-(4-(trifluoromethyl)phenyl)-1-propanol (500 mg, 1.69 mmol) in acetonitrile (30 ml) were added 4-fluoronaphthalenecarboxylic acid (322 mg, 1.69 mmol), 1-ethyl-3-(3-dimethylaminopropyl)carbodiimide hydrochloride (487 mg, 2.54 mmol) and 1-hydroxy-1H-benzotriazole (259 mg, 1.69 mmol) and the mixture was stirred overnight at room temperature. The reaction solution was diluted with water (100 ml) and extracted with ethyl acetate (100 ml×2). The extract was... Reaction SMILES: [NH2:1][CH:2]([CH2:11][C:12]1[CH:17]=[CH:16][C:15]([C:18]([F:21])([F:20])[F:19])=[CH:14][CH:13]=1)[CH:3]([C:5]1[CH:10]=[CH:9][CH:8]=[CH:7][CH:6]=1)[OH:4].[F:22][C:23]1[C:32]2[C:27](=[CH:28][CH:29]=[CH:30][CH:31]=2)[C:26]([C:33](O)=[O:34])=[CH:25][CH:24]=1.Cl.C(N=C=NCCCN(C)C)C.ON1C2C=CC=CC=2N=N1>C(#N)C.O>[F:22][C:23]1[C:32]2[C:27](=[CH:28][CH:29]=[CH:30][CH:31]=2)[C:26]([C:33]([NH:1][CH:2]([CH2:11][C:12]2[CH:13]=[CH:14][C:15]([C:18]([F:19])([F:20])[F:21])=[CH:16][CH:17]=2)[CH:3]([OH:4])[C:5]2[CH:6]=[CH:7][CH:8]=[CH:9][CH:10]=2)=[O:34])=[CH:25][CH:24]=1 |f:2.3|. The product is FC1=CC=C(C2=CC=CC=C12)C(=O)NC(C(C1=CC=CC=C1)O)CC1=CC=C(C=C1)C(F)(F)F (4-fluoro-N-((1RS,2SR)-2-hydroxy-2-phenyl-1-((4-(trifluoromethyl)phenyl)methyl)ethyl)-1-naphthalenecarboxamide). The reactants are NC(C(O)C1=CC=CC=C1)CC1=CC=C(C=C1)C(F)(F)F ((1RS,2SR)-2-amino-1-phenyl-3-(4-(trifluoromethyl)phenyl)-1-propanol), FC1=CC=C(C2=CC=CC=C12)C(=O)O (4-fluoronaphthalenecarboxylic acid), Cl.C(C)N=C=NCCCN(C)C (1-ethyl-3-(3-dimethylaminopropyl)carbodiimide hydrochloride), ON1N=NC2=C1C=CC=C2 (1-hydroxy-1H-benzotriazole). Run at time 8 hour. Starting materials: Cl, NC1C2CC3CC1CN(C3)C2, O=C(O)c1ccc(-c2cccs2)s1. The product is Cl, O=C(NC1C2CC3CC1CN(C3)C2)c1ccc(-c2cccs2)s1. As a reaction SMILES: [ClH:1].[N:2]12[CH2:3][CH:4]3[CH:5]([NH2:12])[CH:6]([CH2:7][CH:8]([CH2:9]1)[CH2:10]3)[CH2:11]2.[s:13]1[c:14](-[c:21]2[s:22][cH:23][cH:24][cH:25]2)[cH:15][cH:16][c:17]1[C:18](=[O:19])[OH:20]>>[ClH:1].[N:2]12[CH2:3][CH:4]3[CH:5]([NH:12][C:18]([c:17]4[s:13][c:14](-[c:21]5[s:22][cH:23][cH:24][cH:25]5)[cH:15][cH:16]4)=[O:19])[CH:6]([CH2:7][CH:8]([CH2:9]1)[CH2:10]3)[CH2:11]2. Reactants: C(=O)(OCC1=CC=CC=C1)Cl (carbobenzyloxychloride), N[C@@H]1CN([C@@H]2CC3=CNC4=CC=CC([C@H]2C1)=C34)C (8α-amino-6-methylergoline). The solvent is C(Cl)(Cl)Cl (chloroform), C(C)(C)O (isopropanol), [OH-].[Na+] (sodium hydroxide). Reaction conditions: time 2 hour. Yields the product C(C1=CC=CC=C1)OC(=O)N[C@@H]1CN([C@@H]2CC3=CNC4=CC=CC([C@H]2C1)=C34)C (8α-benzyloxycarbonylamino-6-methylergoline). Reaction SMILES: [C:1](Cl)([O:3][CH2:4][C:5]1[CH:10]=[CH:9][CH:8]=[CH:7][CH:6]=1)=[O:2].[NH2:12][C@H:13]1[CH2:27][C@H:26]2[C@@H:16]([CH2:17][C:18]3[C:28]4[C:21](=[CH:22][CH:23]=[CH:24][C:25]2=4)[NH:20][CH:19]=3)[N:15]([CH3:29])[CH2:14]1>C(Cl)(Cl)Cl.C(O)(C)C.[OH-].[Na+]>[CH2:4]([O:3][C:1]([NH:12][C@H:13]1[CH2:27][C@H:26]2[C@@H:16]([CH2:17][C:18]3[C:28]4[C:21](=[CH:22][CH:23]=[CH:24][C:25]2=4)[NH:20][CH:19]=3)[N:15]([CH3:29])[CH2:14]1)=[O:2])[C:5]1[CH:10]=[CH:9][CH:8]=[CH:7][CH:6]=1 |f:4.5|. Procedure details: 10.5 ml (75 mM) carbobenzyloxychloride are added to a suspension of 18 g (74.7 mM) 8α-amino-6-methylergoline in 1000 ml chloroform, 150 ml isopropanol and 37 ml 2N (74 mM) sodium hydroxide at room temperature. The mixture is stirred for 2 hours at room temperature. After separation of the organic phase, this is dried, filtered and concentrated. The resultant crude product is filtered through silicagel with methylene chloride/methanol (99:1) giving the heading compound as a foam. Reactants: ClC1=NC=CC(=N1)C1=C(N=C2N1C=CC=C2)C=2C=CC(=C(C(=O)NC1=C(C=CC=C1F)F)C2)OC (5-[3-(2-chloro-4-pyrimidinyl)imidazo[1,2-a]pyridin-2-yl]-N-(2,6-difluorophenyl)-2-(methyloxy)benzamide), CC=1C(=CC(=C(N)C1)OC)N1CCC(CC1)N1CCN(CC1)S(=O)(=O)C (5-methyl-2-(methyloxy)-4-{4-[4-(methylsulfonyl)-1-piperazinyl]-1-piperidinyl}aniline), C1(=CC=C(C=C1)S(=O)(=O)O)C (para-toluenesulfonic acid). Run in CC(C)O (i-PrOH). Reaction conditions: temperature 175 celsius. Yields the product FC1=C(C(=CC=C1)F)NC(C1=C(C=CC(=C1)C=1N=C2N(C=CC=C2)C1C1=NC(=NC=C1)NC1=C(C=C(C(=C1)C)N1CCC(CC1)N1CCN(CC1)S(=O)(=O)C)OC)OC)=O (N-(2,6-difluorophenyl)-5-(3-{2-[(5-methyl-2-(methyloxy)-4-{4-[4-(methylsulfonyl)-1-piperazinyl]-1-piperidinyl}phenyl)amino]-4-pyrimidinyl}imidazo[1,2-a]pyridin-2-yl)-2-(methyloxy)benzamide). The yield is 30.2%. Reaction SMILES: Cl[C:2]1[N:7]=[C:6]([C:8]2[N:12]3[CH:13]=[CH:14][CH:15]=[CH:16][C:11]3=[N:10][C:9]=2[C:17]2[CH:18]=[CH:19][C:20]([O:34][CH3:35])=[C:21]([CH:33]=2)[C:22]([NH:24][C:25]2[C:30]([F:31])=[CH:29][CH:28]=[CH:27][C:26]=2[F:32])=[O:23])[CH:5]=[CH:4][N:3]=1.[CH3:36][C:37]1[C:38]([N:46]2[CH2:51][CH2:50][CH:49]([N:52]3[CH2:57][CH2:56][N:55]([S:58]([CH3:61])(=[O:60])=[O:59])[CH2:54][CH2:53]3)[CH2:48][CH2:47]2)=[CH:39][C:40]([O:44][CH3:45])=[C:41]([CH:43]=1)[NH2:42].C1(C)C=CC(S(O)(=O)=O)=CC=1>CC(O)C>[F:32][C:26]1[CH:27]=[CH:28][CH:29]=[C:30]([F:31])[C:25]=1[NH:24][C:22](=[O:23])[C:21]1[CH:33]=[C:17]([C:9]2[N:10]=[C:11]3[CH:16]=[CH:15][CH:14]=[CH:13][N:12]3[C:8]=2[C:6]2[CH:5]=[CH:4][N:3]=[C:2]([NH:42][C:41]3[CH:43]=[C:37]([CH3:36])[C:38]([N:46]4[CH2:51][CH2:50][CH:49]([N:52]5[CH2:53][CH2:54][N:55]([S:58]([CH3:61])(=[O:60])=[O:59])[CH2:56][CH2:57]5)[CH2:48][CH2:47]4)=[CH:39][C:40]=3[O:44][CH3:45])[N:7]=2)[CH:18]=[CH:19][C:20]=1[O:34][CH3:35]. Procedure details: A mixture of 5-[3-(2-chloro-4-pyrimidinyl)imidazo[1,2-a]pyridin-2-yl]-N-(2,6-difluorophenyl)-2-(methyloxy)benzamide (Intermediate Example 2) (0.075 g, 0.15 mmol), 5-methyl-2-(methyloxy)-4-{4-[4-(methylsulfonyl)-1-piperazinyl]-1-piperidinyl}aniline (0.058 g, 0.15 mmol) and para-toluenesulfonic acid (0.070 g, 0.37 mmol) in i-PrOH (5 mL) was heated in a microwave at 175° C. for 25 min. The reaction mixture was concentrated onto silica gel and purified by flash chromatography. Recrystallization from...